From a dataset of the Open Reaction Database (ORD), a public repository of structured organic reaction records. describe an organic reaction: reactants, conditions, products, and yield The reactants are COC1(C(CN(CC1)C1=CC=C(C=C1)N1C(O[C@@H](C1)CN=[N+]=[N-])=O)F)OC ((S)-{3-[4-(4,4-dimethoxy-3-fluoropiperidin-1-yl)-phenyl]-2-oxo-oxazolidin-5-ylmethyl}-azide). Reagents/catalysts: [Pd] (palladium on carbon). The solvent is C(C)(=O)OCC (ethyl acetate). Run at time 10 hour. Yields the product COC1(C(CN(CC1)C1=CC=C(C=C1)N1C(O[C@H](C1)CN)=O)F)OC ((S)-{3-[4-(4,4-dimethoxy-3-fluoropiperidin-1-yl)-phenyl]-2-oxo-oxazolidin-5-ylmethyl}-amine). The yield is 89.0%. Reaction SMILES: [CH3:1][O:2][C:3]1([O:26][CH3:27])[CH2:8][CH2:7][N:6]([C:9]2[CH:14]=[CH:13][C:12]([N:15]3[CH2:19][C@@H:18]([CH2:20][N:21]=[N+]=[N-])[O:17][C:16]3=[O:24])=[CH:11][CH:10]=2)[CH2:5][CH:4]1[F:25]>[Pd].C(OCC)(=O)C>[CH3:27][O:26][C:3]1([O:2][CH3:1])[CH2:8][CH2:7][N:6]([C:9]2[CH:14]=[CH:13][C:12]([N:15]3[CH2:19][C@H:18]([CH2:20][NH2:21])[O:17][C:16]3=[O:24])=[CH:11][CH:10]=2)[CH2:5][CH:4]1[F:25]. Reported procedure: The suspension of (S)-{3-[4-(4,4-dimethoxy-3-fluoropiperidin-1-yl)-phenyl]-2-oxo-oxazolidin-5-ylmethyl}-azide (25.2 mmol) and 10% palladium on carbon (1.0 g) was in ethyl acetate (150 ml) was stirred at a room temperature under hydrogen atmosphere for 10 hours. The reaction mixture was filtered and the filtrate was concentrated to give a residue, which was purified on silica gel column chromatography to provide title compound in 89% yield. The reactants are CC1(C)OC(c2ccc(OCc3ccccc3)cc2)=C(c2ccncc2)C1=O, CO. Yields the product CC1(C)OC(c2ccc(O)cc2)=C(c2ccncc2)C1=O. Reaction SMILES: [CH2:1]([c:2]1[cH:3][cH:4][cH:5][cH:6][cH:7]1)[O:8][c:9]1[cH:10][cH:11][c:12]([C:15]2=[C:16]([c:23]3[cH:24][cH:25][n:26][cH:27][cH:28]3)[C:17](=[O:22])[C:18]([CH3:20])([CH3:21])[O:19]2)[cH:13][cH:14]1.[CH3:29][OH:30]>>[OH:8][c:9]1[cH:10][cH:11][c:12]([C:15]2=[C:16]([c:23]3[cH:24][cH:25][n:26][cH:27][cH:28]3)[C:17](=[O:22])[C:18]([CH3:20])([CH3:21])[O:19]2)[cH:13][cH:14]1. The reactants are [N-]=[N+]=NCC(O)c1cc(S(N)(=O)=O)ccc1Cl, N, c1ccc(P(c2ccccc2)c2ccccc2)cc1, c1ccncc1. RXN SMILES: [N:1](=[N+:2]=[N-:3])[CH2:4][CH:5]([OH:6])[c:7]1[c:8]([Cl:17])[cH:9][cH:10][c:11]([S:13]([NH2:14])(=[O:15])=[O:16])[cH:12]1.[NH3:37].[c:18]1([P:19]([c:20]2[cH:21][cH:22][cH:23][cH:24][cH:25]2)[c:26]2[cH:27][cH:28][cH:29][cH:30][cH:31]2)[cH:32][cH:33][cH:34][cH:35][cH:36]1.[cH:38]1[cH:39][cH:40][n:41][cH:42][cH:43]1>>[NH2:1][CH2:4][CH:5]([OH:6])[c:7]1[c:8]([Cl:17])[cH:9][cH:10][c:11]([S:13]([NH2:14])(=[O:15])=[O:16])[cH:12]1. The product is NCC(O)c1cc(S(N)(=O)=O)ccc1Cl.